From a dataset of the Open Reaction Database (ORD), a public repository of structured organic reaction records. describe an organic reaction: reactants, conditions, products, and yield Reactants: CC1=CC=C(O1)CNC1=NC=2C=CC=C(C2C=C1)N (N2-(5-Methyl-furan-2-ylmethyl)-quinoline-2,5-diamine), CN(S(=O)(=O)Cl)C (dimethylsulfamoyl chloride). Product: CN(S(=O)(=O)NC1=C2C=CC(=NC2=CC=C1)NCC=1OC(=CC1)C)C (N,N-dimethyl-N′-(2-{[(5-methyl-2-furyl)methyl]amino}quinolin-5-yl)sulfamide). Reaction SMILES: [CH3:1][C:2]1[O:6][C:5]([CH2:7][NH:8][C:9]2[CH:18]=[CH:17][C:16]3[C:15]([NH2:19])=[CH:14][CH:13]=[CH:12][C:11]=3[N:10]=2)=[CH:4][CH:3]=1.[CH3:20][N:21]([CH3:26])[S:22](Cl)(=[O:24])=[O:23]>>[CH3:20][N:21]([CH3:26])[S:22]([NH:19][C:15]1[CH:14]=[CH:13][CH:12]=[C:11]2[C:16]=1[CH:17]=[CH:18][C:9]([NH:8][CH2:7][C:5]1[O:6][C:2]([CH3:1])=[CH:3][CH:4]=1)=[N:10]2)(=[O:24])=[O:23]. Procedure details: The title compound, MS: m/e=361.0 (M+H+), was prepared in accordance with the general method of example 19 from N2-(5-Methyl-furan-2-ylmethyl)-quinoline-2,5-diamine and dimethylsulfamoyl chloride. Starting materials: NC(CC(C)C)C(=O)O (DL-leucine), C(=O)(OCC1=CC=CC=C1)N[C@@H](CC(=O)O)C(=O)O (N-carbobenzoxy-L-aspartic acid), S(O)(O)(=O)=O (sulfuric acid). The solvent is O (water). Conditions: temperature 60 celsius. The product is N[C@@H](CC(C)C)C(=O)O.C(=O)(OCC1=CC=CC=C1)N[C@@H](CC(=O)O)C(=O)O (L-leucine N-carbobenzoxy-L-aspartic acid). Isolated yield 50.0%. RXN SMILES: [NH2:1][CH:2]([C:7]([OH:9])=[O:8])[CH2:3][CH:4]([CH3:6])[CH3:5].[C:10]([NH:20][C@H:21]([C:26]([OH:28])=[O:27])[CH2:22][C:23]([OH:25])=[O:24])([O:12][CH2:13][C:14]1[CH:19]=[CH:18][CH:17]=[CH:16][CH:15]=1)=[O:11].S(=O)(=O)(O)O>O>[NH2:1][C@H:2]([C:7]([OH:9])=[O:8])[CH2:3][CH:4]([CH3:6])[CH3:5].[C:10]([NH:20][C@H:21]([C:26]([OH:28])=[O:27])[CH2:22][C:23]([OH:25])=[O:24])([O:12][CH2:13][C:14]1[CH:19]=[CH:18][CH:17]=[CH:16][CH:15]=1)=[O:11] |f:4.5|. Procedure: Ten grams of DL-leucine, 12.2 g of N-carbobenzoxy-L-aspartic acid and 1.9 g of sulfuric acid were added to 500 ml of water and the resulting solution was heated to 60° C. This solution was cooled to 10° C. at a rate of 2° C. per hour while stirring, and was stirred for another two hours. The resulting crystal was separated, washed with 30 ml of water and dried to give 9.1 g of an L-leucine/N-carbobenzoxy-L-aspartic acid. Analysis showed that the optical purity of the L-leucine was 95%. Starting materials: P(Br)(Br)Br (PBr3), C(CCCC)C(CO)=CC1=C(C=C(C=C1)Cl)Cl (2-n-Pentyl-3-(2,4-dichlorophenyl)-allyl alcohol), ice water. The solvent is C(Cl)(Cl)Cl (CHCl3), C(Cl)(Cl)Cl (CHCl3). Yields the product C(CCCC)C(CBr)=CC1=C(C=C(C=C1)Cl)Cl (2-n-Pentyl-3-(2,4-dichlorophenyl)-allyl bromide). The yield is 272.6%. Reaction SMILES: P(Br)(Br)[Br:2].[CH2:5]([C:10](=[CH:13][C:14]1[CH:19]=[CH:18][C:17]([Cl:20])=[CH:16][C:15]=1[Cl:21])[CH2:11]O)[CH2:6][CH2:7][CH2:8][CH3:9]>C(Cl)(Cl)Cl>[CH2:5]([C:10](=[CH:13][C:14]1[CH:19]=[CH:18][C:17]([Cl:20])=[CH:16][C:15]=1[Cl:21])[CH2:11][Br:2])[CH2:6][CH2:7][CH2:8][CH3:9]. Reported procedure: 32.5 g of PBr3 were added dropwise to a solution of 93 g of (II) in 300 ml of CHCl3 at 10° C. The CHCl3 solution was stirred for 15 hours at room temperature and then poured into ice/water. The organic phase was separated off and the aqueous phase was extracted with CHCl3. The combined organic phases were washed several times with aqueous Na2CO3 solution and with water, dried over Na2SO4 and concentrated. Distillation of the residue gave 110 g of (III) of boiling point 140°-148° C./0.1 mbar. Starting materials: BrC1=C(C=C(C(=O)N)C=C1)\C=C\C1=CC=C(C=C1)OC(F)(F)F (4-bromo-3-[(E)-2-(4-trifluoromethoxy-phenyl)-vinyl]-benzamide), N1CCCC1 (pyrrolidine). Yields the product N1(CCCC1)C1=C(C=C(C(=O)N)C=C1)\C=C\C1=CC=C(C=C1)OC(F)(F)F (4-pyrrolidin-1-yl-3-[(E)-2-(4-trifluoromethoxy-phenyl)-vinyl]-benzamide). As a reaction SMILES: Br[C:2]1[CH:10]=[CH:9][C:5]([C:6]([NH2:8])=[O:7])=[CH:4][C:3]=1/[CH:11]=[CH:12]/[C:13]1[CH:18]=[CH:17][C:16]([O:19][C:20]([F:23])([F:22])[F:21])=[CH:15][CH:14]=1.[NH:24]1[CH2:28][CH2:27][CH2:26][CH2:25]1>>[N:24]1([C:2]2[CH:10]=[CH:9][C:5]([C:6]([NH2:8])=[O:7])=[CH:4][C:3]=2/[CH:11]=[CH:12]/[C:13]2[CH:18]=[CH:17][C:16]([O:19][C:20]([F:23])([F:22])[F:21])=[CH:15][CH:14]=2)[CH2:28][CH2:27][CH2:26][CH2:25]1. Reported procedure: The captioned compound was synthesized from 4-bromo-3-[(E)-2-(4-trifluoromethoxy-phenyl)-vinyl]-benzamide and pyrrolidine by the same procedure as in Example 2-5-2. The reactants are Cc1cc(Br)c(Cl)cc1N, CC(C)(C)OC(=O)N1CC=C(B2OC(C)(C)C(C)(C)O2)CC1, [Na+], [Na+], O=C([O-])[O-], CN(C)C=O, O, [Pd], c1ccc(P(c2ccccc2)c2ccccc2)cc1, c1ccc(P(c2ccccc2)c2ccccc2)cc1, c1ccc(P(c2ccccc2)c2ccccc2)cc1, c1ccc(P(c2ccccc2)c2ccccc2)cc1. Yields the product Cc1cc(C2=CCN(C(=O)OC(C)(C)C)CC2)c(Cl)cc1N. As a reaction SMILES: [Br:1][c:2]1[cH:3][c:4]([CH3:10])[c:5]([NH2:6])[cH:7][c:8]1[Cl:9].[CH3:11][C:12]1([CH3:13])[C:14]([CH3:15])([CH3:16])[O:17][B:18]([C:19]2=[CH:20][CH2:21][N:22]([C:25](=[O:26])[O:27][C:28]([CH3:29])([CH3:30])[CH3:31])[CH2:23][CH2:24]2)[O:32]1.[Na+:33].[Na+:34].[O-:35][C:36](=[O:37])[O-:38].[O:39]=[CH:40][N:41]([CH3:42])[CH3:43].[OH2:44].[Pd:45].[c:103]1([P:104]([c:105]2[cH:106][cH:107][cH:108][cH:109][cH:110]2)[c:111]2[cH:112][cH:113][cH:114][cH:115][cH:116]2)[cH:117][cH:118][cH:119][cH:120][cH:121]1.[c:46]1([P:47]([c:48]2[cH:49][cH:50][cH:51][cH:52][cH:53]2)[c:54]2[cH:55][cH:56][cH:57][cH:58][cH:59]2)[cH:60][cH:61][cH:62][cH:63][cH:64]1.[c:65]1([P:66]([c:67]2[cH:68][cH:69][cH:70][cH:71][cH:72]2)[c:73]2[cH:74][cH:75][cH:76][cH:77][cH:78]2)[cH:79][cH:80][cH:81][cH:82][cH:83]1.[c:84]1([P:85]([c:86]2[cH:87][cH:88][cH:89][cH:90][cH:91]2)[c:92]2[cH:93][cH:94][cH:95][cH:96][cH:97]2)[cH:98][cH:99][cH:100][cH:101][cH:102]1>>[c:2]1([C:19]2=[CH:20][CH2:21][N:22]([C:25](=[O:26])[O:27][C:28]([CH3:29])([CH3:30])[CH3:31])[CH2:23][CH2:24]2)[cH:3][c:4]([CH3:10])[c:5]([NH2:6])[cH:7][c:8]1[Cl:9]. Yield: 520.4%. The product is C(C)(C)(C)OC(N[C@@H]1C(N(CC1)CC1=CC=C2C(=NC=NC2=C1)N)=O)=O ([1-(4-Aminoquinazolin-7-ylmethyl)-2-oxopyrrolidin-3-(S)-yl]carbamic acid tert-butyl ester). Run at time 8 hour. Procedure details: [1-(3-Amino-4-cyanobenzyl)-2-oxopyrrolidin-3-(S)-yl]carbamic acid tert-butyl ester (890 mg, 2.69 mmol) and 1,3,5-triazine (650 mmol, 8 mmol) are combined in ethanol (40 mL), and acetic acid (480 mg, 8 mmol) added. The reaction mixture is refluxed under nitrogen overnight, cooled and presorbed directly onto silica. The product is purified by column chromatography on silica with 5-20% methanol/dichloromethane (containing 0.5% of 28% aqueous ammonium hydroxide). The product factions are combined an... Solvent: C(C)O (ethanol). Starting materials: C(C)(C)(C)OC(N[C@@H]1C(N(CC1)CC1=CC(=C(C=C1)C#N)N)=O)=O ([1-(3-Amino-4-cyanobenzyl)-2-oxopyrrolidin-3-(S)-yl]carbamic acid tert-butyl ester), N1=CN=CN=C1 (1,3,5-triazine), C(C)(=O)O (acetic acid). RXN SMILES: [C:1]([O:5][C:6](=[O:24])[NH:7][C@H:8]1[CH2:12][CH2:11][N:10]([CH2:13][C:14]2[CH:19]=C[C:17](C#N)=[C:16](N)[CH:15]=2)[C:9]1=[O:23])([CH3:4])([CH3:3])[CH3:2].[N:25]1[CH:30]=[N:29][CH:28]=[N:27][CH:26]=1.C(O)(=O)C>C(O)C>[C:1]([O:5][C:6](=[O:24])[NH:7][C@H:8]1[CH2:12][CH2:11][N:10]([CH2:13][C:14]2[CH:19]=[C:26]3[C:17]([C:30]([NH2:25])=[N:29][CH:28]=[N:27]3)=[CH:16][CH:15]=2)[C:9]1=[O:23])([CH3:4])([CH3:2])[CH3:3]. Reactants: FC1=C(C=C(C(=C1)\C=C\[N+](=O)[O-])F)F ((E)-1,2,4-trifluoro-5-(2-nitrovinyl)benzene), C(C=C)[Mg]Cl (allylmagnesium chloride). Solvent: C1CCOC1 (THF). Reaction conditions: temperature -20 celsius. Product: FC1=C(C=C(C(=C1)C(C[N+](=O)[O-])CC=C)F)F (1,2,4-Trifluoro-5-(1-nitropent-4-en-2-yl)benzene). Yield: 88.9%. Reaction SMILES: [F:1][C:2]1[CH:7]=[C:6](/[CH:8]=[CH:9]/[N+:10]([O-:12])=[O:11])[C:5]([F:13])=[CH:4][C:3]=1[F:14].[CH2:15]([Mg]Cl)[CH:16]=[CH2:17]>C1COCC1>[F:1][C:2]1[CH:7]=[C:6]([CH:8]([CH2:17][CH:16]=[CH2:15])[CH2:9][N+:10]([O-:12])=[O:11])[C:5]([F:13])=[CH:4][C:3]=1[F:14]. Procedure: To a cooled (−40° C.) solution of (E)-1,2,4-trifluoro-5-(2-nitrovinyl)benzene (250 g, 1.23 mol) in THF (490 mL), allylmagnesium chloride (800 mL, 1.6 mol, 2 M in THF) was added at such a rate as to maintain the internal temperature below −20° C. The solution was stirred at −20° C. for thirty minutes and then carefully quenched by the addition of 2M HCl (1 L), while maintaining the temperature below −5° C. Methyl t-butyl ether (500 mL) was added, and the biphasic solution was allowed to warm to >... Yields the product COC(=O)c1ccc(CC(Cn2cncc2C)c2ccc(F)cc2)cc1-c1ccccc1. As a reaction SMILES: [CH3:33][OH:34].[F:1][c:2]1[cH:3][cH:4][c:5]([C:8]([CH2:9][c:10]2[cH:11][c:12](-[c:20]3[cH:21][cH:22][cH:23][cH:24][cH:25]3)[c:13]([C:14](=[O:15])[O:16][CH3:17])[cH:18][cH:19]2)=[CH:26][n:27]2[cH:28][n:29][cH:30][c:31]2[CH3:32])[cH:6][cH:7]1>>[F:1][c:2]1[cH:3][cH:4][c:5]([CH:8]([CH2:9][c:10]2[cH:11][c:12](-[c:20]3[cH:21][cH:22][cH:23][cH:24][cH:25]3)[c:13]([C:14](=[O:15])[O:16][CH3:17])[cH:18][cH:19]2)[CH2:26][n:27]2[cH:28][n:29][cH:30][c:31]2[CH3:32])[cH:6][cH:7]1. The reactants are CO, COC(=O)c1ccc(CC(=Cn2cncc2C)c2ccc(F)cc2)cc1-c1ccccc1.